From a dataset of the Open Reaction Database (ORD), a public repository of structured organic reaction records. describe an organic reaction: reactants, conditions, products, and yield Starting materials: Cc1oc(-c2ccccc2)nc1COc1cc(CO)on1, CN(C)C=O, N#Cc1cccnc1Cl, Cl, [H-], [Na+], O. Yields the product Cc1oc(-c2ccccc2)nc1COc1cc(COc2ncccc2C#N)on1. Reaction SMILES: [CH3:1][c:2]1[c:3]([CH2:13][O:14][c:15]2[n:16][o:17][c:18]([CH2:20][OH:21])[cH:19]2)[n:4][c:5](-[c:7]2[cH:8][cH:9][cH:10][cH:11][cH:12]2)[o:6]1.[CH3:35][N:36]([CH3:37])[CH:38]=[O:39].[Cl:22][c:23]1[n:24][cH:25][cH:26][cH:27][c:28]1[C:29]#[N:30].[ClH:33].[H-:31].[Na+:32].[OH2:34]>>[CH3:1][c:2]1[c:3]([CH2:13][O:14][c:15]2[n:16][o:17][c:18]([CH2:20][O:21][c:23]3[n:24][cH:25][cH:26][cH:27][c:28]3[C:29]#[N:30])[cH:19]2)[n:4][c:5](-[c:7]2[cH:8][cH:9][cH:10][cH:11][cH:12]2)[o:6]1. Starting materials: C(C1=CC=CC=C1)(C1=CC=CC=C1)(C1=CC=CC=C1)NC=1SC=C(N1)C(C(=O)NC1[C@@H]2N(C(=C(CS2)CSC2=NN=C(C(N2C)=O)O)C(=O)OC(C2=CC=CC=C2)C2=CC=CC=C2)C1=O)=NOC(F)F (benzhydryl 7-[2-(2-tritylaminothiazol-4-yl)-2-difluoromethoxyiminoacetamido]-3-(4-methyl-5-oxo-6-hydroxy-4,5-dihydro-1,2,4-triazin-3-yl)thiomethyl-3-cephem-4-carboxylate), C1(=CC=CC=C1)OC (anisole), C(C)(C)OC(C)C (diisopropyl ether), resultant mixture, FC(C(=O)O)(F)F (trifluoroacetic acid), C([O-])(O)=O.[Na+] (sodium bicarbonate). The solvent is C(Cl)Cl (methylene chloride). Conditions: time 30 minute. Product: NC=1SC=C(N1)C(C(=O)NC1[C@@H]2N(C(=C(CS2)CSC2=NN=C(C(N2C)=O)O)C(=O)O)C1=O)=NOC(F)F (7-[2-(2-aminothiazol-4-yl)-2-difluoromethoxyiminoacetamido]-3-(4-methyl-5-oxo-6-hydroxy-4,5-dihydro-1,2,4-triazin-3-yl)thiomethyl-3-cephem-4-carboxylic acid). Isolated yield 84.6%. RXN SMILES: C([NH:20][C:21]1[S:22][CH:23]=[C:24]([C:26](=[N:66][O:67][CH:68]([F:70])[F:69])[C:27]([NH:29][CH:30]2[C:64](=[O:65])[N:32]3[C:33]([C:48]([O:50]C(C4C=CC=CC=4)C4C=CC=CC=4)=[O:49])=[C:34]([CH2:37][S:38][C:39]4[N:44]([CH3:45])[C:43](=[O:46])[C:42]([OH:47])=[N:41][N:40]=4)[CH2:35][S:36][C@H:31]23)=[O:28])[N:25]=1)(C1C=CC=CC=1)(C1C=CC=CC=1)C1C=CC=CC=1.C1(OC)C=CC=CC=1.FC(F)(F)C(O)=O.C(OC(C)C)(C)C.C(=O)(O)[O-].[Na+]>C(Cl)Cl>[NH2:20][C:21]1[S:22][CH:23]=[C:24]([C:26](=[N:66][O:67][CH:68]([F:69])[F:70])[C:27]([NH:29][CH:30]2[C:64](=[O:65])[N:32]3[C:33]([C:48]([OH:50])=[O:49])=[C:34]([CH2:37][S:38][C:39]4[N:44]([CH3:45])[C:43](=[O:46])[C:42]([OH:47])=[N:41][N:40]=4)[CH2:35][S:36][C@H:31]23)=[O:28])[N:25]=1 |f:4.5|. Procedure details: To a mixture of benzhydryl 7-[2-(2-tritylaminothiazol-4-yl)-2-difluoromethoxyiminoacetamido]-3-(4-methyl-5-oxo-6-hydroxy-4,5-dihydro-1,2,4-triazin-3-yl)thiomethyl-3-cephem-4-carboxylate (syn isomer) (1.20 g) and anisole (2.5 ml) in methylene chloride (2.5 ml) was added trifluoroacetic acid (5 ml) under ice-cooling. After being stirred for 30 minutes, the mixture was poured into diisopropyl ether (50 ml). The resultant mixture was adjusted to pH 7 with an aqueous solution of sodium bicarbonate. T... Starting materials: COC(CC1=CC=C(C=C1)NC)=O (methyl(4-methylaminophenyl)acetate), C([O-])(O)=O.[Na+] (sodium bicarbonate), C(C)(C)N(C(C)C)CC (N,N-diisopropylethylamine), C(C=C)(=O)Cl (2-propenoyl chloride). Run in C(Cl)Cl (DCM). Run at time 2 hour. Yields the product COC(CC1=CC=C(C=C1)NCC(C=C)=O)=O ([4-(Acryloylmethylamino)phenyl]acetic Acid Methyl Ester). RXN SMILES: [CH3:1][O:2][C:3](=[O:13])[CH2:4][C:5]1[CH:10]=[CH:9][C:8]([NH:11][CH3:12])=[CH:7][CH:6]=1.C(N(CC)C(C)C)(C)C.[C:23](Cl)(=[O:26])[CH:24]=[CH2:25].C(=O)(O)[O-].[Na+]>C(Cl)Cl>[CH3:1][O:2][C:3](=[O:13])[CH2:4][C:5]1[CH:10]=[CH:9][C:8]([NH:11][CH2:12][C:23](=[O:26])[CH:24]=[CH2:25])=[CH:7][CH:6]=1 |f:3.4|. Procedure details: To a solution of methyl(4-methylaminophenyl)acetate (4.00 g, 22.3 mmol) and N,N-diisopropylethylamine (7.78 mL, 44.6 mmol) in DCM (20.0 mL) at 0° C. was slowly added 2-propenoyl chloride (2.18 mL, 26.8 mmol). The reaction mixture was stirred at room temperature for 2 h and then saturated aqueous sodium bicarbonate (20.0 mL) was added. This mixture was extracted with DCM (10 mL) and the organic layer was dried over sodium sulfate, filtered and concentrated under reduced pressure to give the title... Starting materials: ClCCl, OCC1CCCN1, O=S(Cl)Cl, c1ccncc1. Yields the product O=S1OCC2CCCN21. As a reaction SMILES: [CH2:18]([Cl:19])[Cl:20].[NH:1]1[CH:2]([CH2:6][OH:7])[CH2:3][CH2:4][CH2:5]1.[S:14](=[O:15])([Cl:16])[Cl:17].[cH:8]1[cH:9][cH:10][n:11][cH:12][cH:13]1>>[N:1]12[CH:2]([CH2:3][CH2:4][CH2:5]1)[CH2:6][O:7][S:14]2=[O:15]. Yields the product CC(C)Oc1ccc(S(C)(=O)=O)cc1C(=O)N1CCc2cccc(C(F)(F)F)c2C1. Starting materials: CC(C)Oc1ccc(S(C)(=O)=O)cc1C(=O)O, FC(F)(F)c1cccc2c1CNCC2. As a reaction SMILES: [CH:15]([CH3:16])([CH3:17])[O:18][c:19]1[c:20]([C:21](=[O:22])[OH:23])[cH:24][c:25]([S:28](=[O:29])(=[O:30])[CH3:31])[cH:26][cH:27]1.[F:1][C:2]([c:3]1[cH:4][cH:5][cH:6][c:7]2[c:12]1[CH2:11][NH:10][CH2:9][CH2:8]2)([F:13])[F:14]>>[F:1][C:2]([c:3]1[cH:4][cH:5][cH:6][c:7]2[c:12]1[CH2:11][N:10]([C:21]([c:20]1[c:19]([O:18][CH:15]([CH3:16])[CH3:17])[cH:27][cH:26][c:25]([S:28](=[O:29])(=[O:30])[CH3:31])[cH:24]1)=[O:22])[CH2:9][CH2:8]2)([F:13])[F:14]. Starting materials: C(CC)(=O)[O-].[Na+] (sodium propionate), [Cl-].C(CCCCCCCCC)[N+](C)(C)CCCCCCCCCC (didecyldimethylammonium chloride). Run in C(CC)(=O)O (propionic acid). Run at time 2 hour. The product is C(CC)(=O)[O-].C(CCCCCCCCC)[N+](C)(C)CCCCCCCCCC (Didecyldimethylammonium propionate). As a reaction SMILES: [C:1]([O-:5])(=[O:4])[CH2:2][CH3:3].[Na+].[Cl-].[CH2:8]([N+:18]([CH2:21][CH2:22][CH2:23][CH2:24][CH2:25][CH2:26][CH2:27][CH2:28][CH2:29][CH3:30])([CH3:20])[CH3:19])[CH2:9][CH2:10][CH2:11][CH2:12][CH2:13][CH2:14][CH2:15][CH2:16][CH3:17]>C(O)(=O)CC>[C:1]([O-:5])(=[O:4])[CH2:2][CH3:3].[CH2:21]([N+:18]([CH2:8][CH2:9][CH2:10][CH2:11][CH2:12][CH2:13][CH2:14][CH2:15][CH2:16][CH3:17])([CH3:20])[CH3:19])[CH2:22][CH2:23][CH2:24][CH2:25][CH2:26][CH2:27][CH2:28][CH2:29][CH3:30] |f:0.1,2.3,5.6|. Reported procedure: 0.0221 mole of sodium propionate and 0.0221 mole of 80% didecyldimethylammonium chloride in 8 grams of propionic acid were mixed in a flask. The mixture was heated to 60° C.-80° C. and held for 2 hours. Starting materials: C(C(C)C)[Al](CC(C)C)CC(C)C (triisobutylaluminum), C(C1=CC=CC=C1)OC[C@H]1C(C[C@@H]1COCC1=CC=CC=C1)=O ((2S-trans) -2,3-bis [(benzyloxy) -methyl]cyclobutanone), C(C(C)C)[Al](CC(C)C)CC(C)C (triisobutylaluminum). The solvent is C1(=CC=CC=C1)C (toluene), C1(=CC=CC=C1)C (toluene). Reaction conditions: temperature -40 celsius, time 1 hour. The product is OC1C(C(C1)CO)CO (3-hydroxy-2-cyclobutane-dimethanol), C(C1=CC=CC=C1)OCC1=CC=CC=C1 (dibenzyl ether). RXN SMILES: C([O:8][CH2:9][C@@H:10]1[C@@H:13]([CH2:14][O:15][CH2:16][C:17]2[CH:22]=[CH:21][CH:20]=[CH:19][CH:18]=2)[CH2:12][C:11]1=[O:23])C1C=CC=CC=1.[CH2:24]([Al](CC(C)C)CC(C)C)C(C)C>C1(C)C=CC=CC=1>[OH:23][CH:11]1[CH2:12][CH:13]([CH2:14][OH:15])[CH:10]1[CH2:9][OH:8].[CH2:16]([O:15][CH2:14][C:13]1[CH:10]=[CH:9][CH:24]=[CH:11][CH:12]=1)[C:17]1[CH:18]=[CH:19][CH:20]=[CH:21][CH:22]=1. Procedure: A solution of (2S-trans) -2,3-bis [(benzyloxy) -methyl]cyclobutanone (0.2 g., 0.645 mmole) in toluene (4 ml.) was added dropwise over 10 minutes to a solution of triisobutylaluminum (0.91M in hexane, 0.9 ml., 0.816 mmole) in toluene (2 ml. ) at -40° C. The mixture was stirred at -50° C. for 4 hours and at -40° C for one hour. A solution of triisobutylaluminum (1 ml., 0.91 mmole) was added to the reaction mixture. After stirring for 30 minutes the reaction was quenched by adding 10% hydrochloric ... Reactants: C1(CCCC1)N1CCN(CC1)C(=O)C=1C=C2C=C(NC2=CC1)C(=O)O (5-(4-cyclopentyl-piperazine-1-carbonyl)-1H-indole-2-carboxylic acid), Cl (hydrochloride), F[B-](F)(F)F.N1(N=NC2=C1C=CC=C2)OC(=[N+](C)C)N(C)C (O-(benzotriazol-1-yl)-N,N,N′,N′-tetramethyluronium tetrafluoroborate), N1CCCCC1 (piperidine), C(C)(C)N(C(C)C)CC (N,N-diisopropylethylamine). Run in CN(C=O)C (N,N-dimethylformamide). The product is C1(CCCC1)N1CCN(CC1)C(=O)C=1C=C2C=C(NC2=CC1)C(=O)N1CCCCC1 ([5-(4-Cyclopentyl-piperazine-1-carbonyl)-1H-indol-2-yl]-piperidin-1-yl-methanone). Reaction SMILES: [CH:1]1([N:6]2[CH2:11][CH2:10][N:9]([C:12]([C:14]3[CH:15]=[C:16]4[C:20](=[CH:21][CH:22]=3)[NH:19][C:18]([C:23]([OH:25])=O)=[CH:17]4)=[O:13])[CH2:8][CH2:7]2)[CH2:5][CH2:4][CH2:3][CH2:2]1.Cl.F[B-](F)(F)F.[N:32]1(OC(N(C)C)=[N+](C)C)[C:36]2C=[CH:38][CH:39]=[CH:40][C:35]=2N=N1.N1CCCCC1.C(N(CC)C(C)C)(C)C>CN(C)C=O>[CH:1]1([N:6]2[CH2:11][CH2:10][N:9]([C:12]([C:14]3[CH:15]=[C:16]4[C:20](=[CH:21][CH:22]=3)[NH:19][C:18]([C:23]([N:32]3[CH2:38][CH2:39][CH2:40][CH2:35][CH2:36]3)=[O:25])=[CH:17]4)=[O:13])[CH2:8][CH2:7]2)[CH2:2][CH2:3][CH2:4][CH2:5]1 |f:2.3|. Procedure details: The title compound was synthesized in analogy to example 1, from 5-(4-cyclopentyl-piperazine-1-carbonyl)-1H-indole-2-carboxylic acid 1:1 hydrochloride, O-(benzotriazol-1-yl)-N,N,N′,N′-tetramethyluronium tetrafluoroborate (commercially available), piperidine (commercially available) and N,N-diisopropylethylamine in N,N-dimethylformamide to give the desired product after purification by preparative HPLC on reversed phase eluting with a gradient formed from acetonitrile/water/formic acid. Starting materials: Cl.O1CCOCC1 (HCl dioxane), C(C)(C)(C)OC(=O)N[C@H](C1=CC=CC=C1)COC (N-t-butoxycarbonyl-(R)-α-methoxymethylbenzylamine). Conditions: time 1 hour. Yields the product Cl.COC[C@@H](C1=CC=CC=C1)N ((R)-α-methoxymethylbenzylamine hydrochloride). Reaction SMILES: [ClH:1].O1CCOCC1.C(OC([NH:15][C@@H:16]([CH2:23][O:24][CH3:25])[C:17]1[CH:22]=[CH:21][CH:20]=[CH:19][CH:18]=1)=O)(C)(C)C>>[ClH:1].[CH3:25][O:24][CH2:23][C@H:16]([NH2:15])[C:17]1[CH:22]=[CH:21][CH:20]=[CH:19][CH:18]=1 |f:0.1,3.4|. Reported procedure: 60 ml of 4N-HCl/dioxane solution was added to 4.02 g (16.0 mmols) of N-t-butoxycarbonyl-(R)-α-methoxymethylbenzylamine, and the mixture was stirred at room temperature for one hour. The reaction mixture was concentrated under reduced pressure. 30 ml of ether were added to the residue, and this was further concentrated to obtain (R)-α-methoxymethylbenzylamine hydrochloride in quantitative yield.